The task is: describe an organic reaction: reactants, conditions, products, and yield. This data is from the Open Reaction Database (ORD), a public repository of structured organic reaction records. As a reaction SMILES: [Cl:1][C:2]1[C:3]([O:11][CH2:12][CH:13]2[CH2:15][CH2:14]2)=[CH:4][C:5]([C:8]([OH:10])=O)=[N:6][CH:7]=1.[CH3:16][O:17][C:18](=[O:25])[CH:19]([CH3:24])[C:20]([NH2:23])([CH3:22])[CH3:21]>>[Cl:1][C:2]1[C:3]([O:11][CH2:12][CH:13]2[CH2:15][CH2:14]2)=[CH:4][C:5]([C:8]([NH:23][C:20]([CH3:22])([CH3:21])[CH:19]([CH3:24])[C:18]([O:17][CH3:16])=[O:25])=[O:10])=[N:6][CH:7]=1. Yields the product ClC=1C(=CC(=NC1)C(=O)NC(C(C(=O)OC)C)(C)C)OCC1CC1 (Methyl 3-({[5-chloro-4-(cyclopropylmethoxy)pyridin-2-yl]carbonyl}amino)-2,3-dimethylbutanoate). Reactants: ClC=1C(=CC(=NC1)C(=O)O)OCC1CC1 (5-chloro-4-cyclopropylmethoxy-pyridine-2-carboxylic acid), COC(C(C(C)(C)N)C)=O (3-amino-2,3-dimethyl-butanoic acid methyl ester). Procedure: The title compound was synthesized in analogy to Example 1, using 5-chloro-4-cyclopropylmethoxy-pyridine-2-carboxylic acid and 3-amino-2,3-dimethyl-butanoic acid methyl ester (CAN 89855-37-8) as starting materials and isolated (126 mg, 81%) as colorless oil; LC-MS (UV peak area, m/z) 100%, 355.1427 (MH+). Reactants: S(=O)([O-])[O-].[Na+].[Na+] (sodium sulfite), C(O)([O-])=O.[Na+] (sodium hydrogen carbonate), OO (hydrogen peroxide), C(C1=CC=CC=C1)[C@H]1N(C(OC1)=O)C([C@@H](CC1=CC(=C(C=C1)OC)OCCCOC)C(C)C)=O (4(R)-benzyl-3-{2(S)-isopropyl-3-[4-methoxy-3-(3-methoxypropyloxy)-phenyl]-propionyl}-oxazolidin-2-one), [OH-].[Li+] (lithium hydroxide). The solvent is O1CCCC1.O (tetrahydrofuran water). Run at time 3 hour. The product is C(C)(C)[C@H](C(=O)O)CC1=CC(=C(C=C1)OC)OCCCOC (2(R)-Isopropyl-3-[4-methoxy-3-(3-methoxypropyloxy)-phenyl]-propionic acid). Reaction SMILES: OO.C([C@@H]1COC(=O)N1[C:16](=[O:36])[C@H:17]([CH:33]([CH3:35])[CH3:34])[CH2:18][C:19]1[CH:24]=[CH:23][C:22]([O:25][CH3:26])=[C:21]([O:27][CH2:28][CH2:29][CH2:30][O:31][CH3:32])[CH:20]=1)C1C=CC=CC=1.[OH-].[Li+].S([O-])([O-])=[O:40].[Na+].[Na+].C(=O)([O-])O.[Na+]>O1CCCC1.O>[CH:33]([C@@H:17]([CH2:18][C:19]1[CH:24]=[CH:23][C:22]([O:25][CH3:26])=[C:21]([O:27][CH2:28][CH2:29][CH2:30][O:31][CH3:32])[CH:20]=1)[C:16]([OH:36])=[O:40])([CH3:34])[CH3:35] |f:2.3,4.5.6,7.8,9.10|. Procedure: 0.434 litre of 30% hydrogen peroxide is slowly added to 300 g of 4(R)-benzyl-3-{2(S)-isopropyl-3-[4-methoxy-3-(3-methoxypropyloxy)-phenyl]-propionyl}-oxazolidin-2-one in 4.8 litres of tetrahydrofuran/water (3:1) at 0° C. After the addition of 31.2 g of lithium hydroxide, the mixture is stirred for 3 hours at 0°-20° C. 2.55 litres of 1.5M sodium sulfite solution are then added to the reaction mixture at 0°-15° C. and stirring is continued for a further 30 minutes. 1 litre of saturated sodium hydr... Starting materials: BrC=1SC(=C(N1)C(NC=1C=NN(C1N1CCC(CCC1)O)CC(F)F)=O)NC(OC(C)(C)C)=O (tert-butyl 2-bromo-4-(1-(2,2-difluoroethyl)-5-(4-hydroxyazepan-1-yl)-1H-pyrazol-4-ylcarbamoyl)thiazol-5-ylcarbamate), FC1=C(C=C(C=C1)F)B(O)O (2,5-difluorobenzeneboronic acid). The yield is 57.6%. Yields the product NC1=C(N=C(S1)C1=C(C=CC(=C1)F)F)C(=O)NC=1C=NN(C1N1CCC(CCC1)O)CC(F)F (5-Amino-N-(1-(2,2-difluoroethyl)-5-(4-hydroxyazepan-1-yl)-1H-pyrazol-4-yl)-2-(2,5-difluorophenyl)thiazole-4-carboxamide). Reaction SMILES: Br[C:2]1[S:3][C:4]([NH:27]C(=O)OC(C)(C)C)=[C:5]([C:7](=[O:26])[NH:8][C:9]2[CH:10]=[N:11][N:12]([CH2:22][CH:23]([F:25])[F:24])[C:13]=2[N:14]2[CH2:20][CH2:19][CH2:18][CH:17]([OH:21])[CH2:16][CH2:15]2)[N:6]=1.[F:35][C:36]1[CH:41]=[CH:40][C:39]([F:42])=[CH:38][C:37]=1B(O)O>>[NH2:27][C:4]1[S:3][C:2]([C:40]2[CH:41]=[C:36]([F:35])[CH:37]=[CH:38][C:39]=2[F:42])=[N:6][C:5]=1[C:7]([NH:8][C:9]1[CH:10]=[N:11][N:12]([CH2:22][CH:23]([F:24])[F:25])[C:13]=1[N:14]1[CH2:20][CH2:19][CH2:18][CH:17]([OH:21])[CH2:16][CH2:15]1)=[O:26]. Reported procedure: Following the procedure for Example 105, tert-butyl 2-bromo-4-(1-(2,2-difluoroethyl)-5-(4-hydroxyazepan-1-yl)-1H-pyrazol-4-ylcarbamoyl)thiazol-5-ylcarbamate (130 mg, 0.23 mmol) and 2,5-difluorobenzeneboronic acid (55 mg, 0.35 mmol) were reacted to give 118 as a dark green solid (66 mg, 57% over two steps). 1H NMR (400 MHz, d4-MeOD) δ 8.10-8.00 (m, 1H), 7.68 (s, 1H), 7.30-7.20 (m, 1H), 7.19-7.11 (m, 1H), 6.24 (tt, J=55.6, 4.2 Hz, 1H), 4.51-4.40 (m, 2H), 4.01-3.92 (m, 1H), 3.45-3.30 (m, 2H), 3.31-... The reactants are CI, Cc1cc(C2CC2)cnc1N1CCN(C(=O)c2ccc(N3C(=O)OCC3CO)cc2)CC1. Product: COCC1COC(=O)N1c1ccc(C(=O)N2CCN(c3ncc(C4CC4)cc3C)CC2)cc1. Reaction SMILES: [CH3:33][I:34].[CH:1]1([c:4]2[cH:5][c:6]([CH3:32])[c:7]([N:10]3[CH2:11][CH2:12][N:13]([C:16](=[O:17])[c:18]4[cH:19][cH:20][c:21]([N:24]5[C:25](=[O:31])[O:26][CH2:27][CH:28]5[CH2:29][OH:30])[cH:22][cH:23]4)[CH2:14][CH2:15]3)[n:8][cH:9]2)[CH2:2][CH2:3]1>>[CH:1]1([c:4]2[cH:5][c:6]([CH3:32])[c:7]([N:10]3[CH2:11][CH2:12][N:13]([C:16](=[O:17])[c:18]4[cH:19][cH:20][c:21]([N:24]5[C:25](=[O:31])[O:26][CH2:27][CH:28]5[CH2:29][O:30][CH3:33])[cH:22][cH:23]4)[CH2:14][CH2:15]3)[n:8][cH:9]2)[CH2:2][CH2:3]1. Product: CN1C(C)(C(=O)OC(C)(C)C)COS1(=O)=O. As a reaction SMILES: [C:1]([CH3:2])([CH3:3])([CH3:4])[O:5][C:6](=[O:7])[C:8]1([CH3:32])[N:9]([CH:15]([c:16]2[cH:17][cH:18][c:19]([O:20][CH3:21])[cH:22][cH:23]2)[c:24]2[cH:25][cH:26][c:27]([O:28][CH3:29])[cH:30][cH:31]2)[S:10](=[O:13])(=[O:14])[O:11][CH2:12]1.[C:33]([O:34][C:35]([C:36]1([CH3:37])[CH2:38][O:39][S:40](=[O:41])[N:42]1[CH3:43])=[O:44])([CH3:45])([CH3:46])[CH3:47]>>[C:1]([CH3:2])([CH3:3])([CH3:4])[O:5][C:6](=[O:7])[C:8]1([CH3:32])[N:9]([CH3:15])[S:10](=[O:13])(=[O:14])[O:11][CH2:12]1. Reactants: COc1ccc(C(c2ccc(OC)cc2)N2C(C)(C(=O)OC(C)(C)C)COS2(=O)=O)cc1, CN1S(=O)OCC1(C)C(=O)OC(C)(C)C. Starting materials: CN1C(CCC2=CC(=CC=C12)B1OC(C(O1)(C)C)(C)C)=O (1-methyl-6-(4,4,5,5-tetramethyl-[1,3,2]dioxaborolan-2-yl)-3,4-dihydro-1H-quinolin-2-one), BrC=1C(=C(C=NC1)CN[S@](=O)C(C)(C)C)C ((R)-2-methyl-propane-2-sulfinic acid (5-bromo-4-methyl-pyridin-3-ylmethyl)-amide). The product is CC1=C(C=NC=C1C=1C=C2CCC(N(C2=CC1)C)=O)CN[S@](=O)C(C)(C)C ((R)-2-Methyl-propane-2-sulfinic acid [4-methyl-5-(1-methyl-2-oxo-1,2,3,4-tetrahydro-quinolin-6-yl)-pyridin-3-ylmethyl]-amide). RXN SMILES: [CH3:1][N:2]1[C:11]2[C:6](=[CH:7][C:8](B3OC(C)(C)C(C)(C)O3)=[CH:9][CH:10]=2)[CH2:5][CH2:4][C:3]1=[O:21].Br[C:23]1[C:24]([CH3:37])=[C:25]([CH2:29][NH:30][S@@:31]([C:33]([CH3:36])([CH3:35])[CH3:34])=[O:32])[CH:26]=[N:27][CH:28]=1>>[CH3:37][C:24]1[C:23]([C:8]2[CH:7]=[C:6]3[C:11](=[CH:10][CH:9]=2)[N:2]([CH3:1])[C:3](=[O:21])[CH2:4][CH2:5]3)=[CH:28][N:27]=[CH:26][C:25]=1[CH2:29][NH:30][S@@:31]([C:33]([CH3:36])([CH3:35])[CH3:34])=[O:32]. Reported procedure: In analogy to the procedure described for the preparation of example 45, 1-methyl-6-(4,4,5,5-tetramethyl-[1,3,2]dioxaborolan-2-yl)-3,4-dihydro-1H-quinolin-2-one (intermediate A-1) has been coupled to (R)-2-methyl-propane-2-sulfinic acid (5-bromo-4-methyl-pyridin-3-ylmethyl)-amide (intermediate A-59) to give the title compound as a colorless amorphous solid. MS: 386.5 (M+H+). Starting materials: C1(=CC=C(C=C1)C(=O)[C@@H]1[C@@H](C1)C(=O)O)C (cis-2-(p-toluoyl)-cyclopropanecarboxylic acid), O.NN (hydrazine hydrate). Run in C(C)O (ethanol). Yields the product C1(=CC=C(C=C1)C=1C2CC2C(NN1)=O)C (2-(p-tolyl)-3,4-diaza-bicyclo[4.1.0]-hept-2-en-5-one). The yield is 79.8%. RXN SMILES: [C:1]1([CH3:15])[CH:6]=[CH:5][C:4]([C:7]([C@H:9]2[CH2:11][C@H:10]2[C:12](O)=[O:13])=O)=[CH:3][CH:2]=1.O.[NH2:17][NH2:18]>C(O)C>[C:1]1([CH3:15])[CH:6]=[CH:5][C:4]([C:7]2[CH:9]3[CH:10]([C:12](=[O:13])[NH:17][N:18]=2)[CH2:11]3)=[CH:3][CH:2]=1 |f:1.2|. Procedure details: 5.5 g (26.9 millimoles) of cis-2-(p-toluoyl)-cyclopropanecarboxylic acid, 1.5 g (30.0 millimoles) of hydrazine hydrate and 100 ml of ethanol are refluxed for 6 hours. The mixture is then concentrated and the residue is recrystallized from ethyl acetate. 4.3 g (80% of theory) of 2-(p-tolyl)-3,4-diaza-bicyclo[4.1.0]-hept-2-en-5-one are obtained as colorless crystals of melting point 162°-163.5° C.